Dataset: the Open Reaction Database (ORD), a public repository of structured organic reaction records. Task: describe an organic reaction: reactants, conditions, products, and yield The reactants are ClC1=C(C=CC=C1Cl)NC(OCC(Cl)(Cl)Cl)=O (2,2,2-trichloroethyl 2,3-dichlorophenylcarbamate), FC1=C(C=CC=C1)C1=NNC(=C1)N (3-(2-fluorophenyl)-1H-pyrazol-5-amine), O (Water). Run in CN(C)C=O (DMF). Yields the product ClC1=C(C=CC=C1Cl)NC(=O)NC1=CC(=NN1)C1=C(C=CC=C1)F (1-(2,3-dichlorophenyl)-3-(3-(2-fluorophenyl)-1H-pyrazol-5-yl)urea). Isolated yield 92.1%. RXN SMILES: [Cl:1][C:2]1[C:7]([Cl:8])=[CH:6][CH:5]=[CH:4][C:3]=1[NH:9][C:10](=[O:17])OCC(Cl)(Cl)Cl.[F:18][C:19]1[CH:24]=[CH:23][CH:22]=[CH:21][C:20]=1[C:25]1[CH:29]=[C:28]([NH2:30])[NH:27][N:26]=1.O>CN(C=O)C>[Cl:1][C:2]1[C:7]([Cl:8])=[CH:6][CH:5]=[CH:4][C:3]=1[NH:9][C:10]([NH:30][C:28]1[NH:27][N:26]=[C:25]([C:20]2[CH:21]=[CH:22][CH:23]=[CH:24][C:19]=2[F:18])[CH:29]=1)=[O:17]. Reported procedure: A solution of 2,2,2-trichloroethyl 2,3-dichlorophenylcarbamate (0.286 g, 0.847 mmol; general method D), 3-(2-fluorophenyl)-1H-pyrazol-5-amine (0.150 g, 0.847 mmol) and I-PR2NET (0.219 g, 1.69 mmol) in DMF (1 mL) was stirred at 90° C. overnight. Water was added (30 mL) and the mixture was extracted with EtOAc (3×30 mL), dried (MgSO4), filtered and concentrated to yield crude 1-(2,3-dichlorophenyl)-3-(3-(2-fluorophenyl)-1H-pyrazol-5-yl)urea as an off-white solid (285 mg, 92% yield). 1H-NMR (DMSO-d... Reaction conditions: time 60 hour. Reactants: 3K, [OH-].[Na+] (NaOH), C12CC(CC(CC1)C2)=O (bicyclo-[3.2.1]octan-3-one), N1CCC2(CC1)C1=C(NC(O2)=O)C=CC=C1 (spiro[benzo[d][1,3]oxazine-4,4′-piperidin]-2(1H)-one), [BH4-].[Na+] (sodium borohydride). Yields the product C12CC(CC(CC1)C2)N2CCC1(CC2)C2=C(NC(O1)=O)C=CC=C2 (1′-(bicyclo[3.2.1]octan-3-yl)spiro[benzo[d][1,3]oxazine-4,4′-piperidin]-2(1H)-one). Reagents/catalysts: CC([O-])C.CC([O-])C.CC([O-])C.CC([O-])C.[Ti+4] (titanium tetraisopropoxide). Reaction SMILES: [CH:1]12[CH2:8][CH:5]([CH2:6][CH2:7]1)[CH2:4][C:3](=O)[CH2:2]2.[NH:10]1[CH2:15][CH2:14][C:13]2([O:20][C:19](=[O:21])[NH:18][C:17]3[CH:22]=[CH:23][CH:24]=[CH:25][C:16]2=3)[CH2:12][CH2:11]1.[BH4-].[Na+].[OH-].[Na+]>CO.CS(C)=O.CC(C)[O-].CC(C)[O-].CC(C)[O-].CC(C)[O-].[Ti+4].ClCCl.C(COC)OC>[CH:1]12[CH2:8][CH:5]([CH2:6][CH2:7]1)[CH2:4][CH:3]([N:10]1[CH2:11][CH2:12][C:13]3([O:20][C:19](=[O:21])[NH:18][C:17]4[CH:22]=[CH:23][CH:24]=[CH:25][C:16]3=4)[CH2:14][CH2:15]1)[CH2:2]2 |f:2.3,4.5,8.9.10.11.12|. Procedure details: A scintillation vial was charged with bicyclo-[3.2.1]octan-3-one (iia) (31 mg, 0.25 mmol), spiro[4H-3,1-benzoxazine-4,4′-piperidin]-2(1H)-one (A4) (44 mg, 0.20 mmol), and anhydrous dimethoxyethane:dichloromethane (1.0 mL, 1:1 v/v). The mixture was treated with titanium tetraisopropoxide (171 mg, 0.60 mmol). The vial was flushed with nitrogen and stirred at room temperature for 60 hours. The reaction was then cooled in an ice water bath, quenched with methanol (1.0 mL) and treated with sodium bor... Run in C(OC)COC (dimethoxyethane), ClCCl (dichloromethane), CS(=O)C (DMSO), CO (methanol). Starting materials: CC1=C(C=C(C=C1)NC(=O)C1=CC=C(C=C1)N(CC1=CC=CC=C1)C1CNCC1)NC1=NC=CC(=N1)C=1C=NC=CC1 (N-{4-methyl-3-[(4-(3-pyridyl)pyrimidin-2-yl)amino]phenyl}[4-(N-benzylpyrrolidin-3-ylamino)phenyl]carboxamide), CC1=C(C=C(C=C1)NC(=O)C1=CC=C(C=C1)N(CC1=CC=CC=C1)C1CNCC1)NC1=NC=CC(=N1)C=1C=NC=CC1 (N-{4-methyl-3-[(4-(3-pyridyl)pyrimidin-2-yl)amino]phenyl}[4-(N-benzylpyrrolidin-3-ylamino)phenyl]-carboxamide), C=O (HCHO). Product: CC1=C(C=C(C=C1)NC(=O)C1=CC=C(C=C1)N(C1CNCC1)C)NC1=NC=CC(=N1)C=1C=NC=CC1 (N-{4-methyl-3-[(4-(3-pyridyl)pyrimidin-2-yl)amino]phenyl}[4-(methylpyrrolidin-3-ylamino)phenyl]carboxamide). RXN SMILES: [CH3:1][C:2]1[CH:7]=[CH:6][C:5]([NH:8][C:9]([C:11]2[CH:16]=[CH:15][C:14]([N:17]([CH:25]3[CH2:29][CH2:28][NH:27][CH2:26]3)[CH2:18]C3C=CC=CC=3)=[CH:13][CH:12]=2)=[O:10])=[CH:4][C:3]=1[NH:30][C:31]1[N:36]=[C:35]([C:37]2[CH:38]=[N:39][CH:40]=[CH:41][CH:42]=2)[CH:34]=[CH:33][N:32]=1.C=O>>[CH3:1][C:2]1[CH:7]=[CH:6][C:5]([NH:8][C:9]([C:11]2[CH:12]=[CH:13][C:14]([N:17]([CH3:18])[CH:25]3[CH2:29][CH2:28][NH:27][CH2:26]3)=[CH:15][CH:16]=2)=[O:10])=[CH:4][C:3]=1[NH:30][C:31]1[N:36]=[C:35]([C:37]2[CH:38]=[N:39][CH:40]=[CH:41][CH:42]=2)[CH:34]=[CH:33][N:32]=1. Reported procedure: The intermediate prepared from Example 5 that was N-{4-methyl-3-[(4-(3-pyridyl)pyrimidin-2-yl)amino]phenyl}[4-(N-benzylpyrrolidin-3-ylamino)phenyl]-carboxamide was methylated via reductive amination with HCHO/NaBHCN (1.5 eq) and further hydrogenated to remove benzyl protection at 50 psi in EtOH catalized by Pd/C (10%) overnight to give the title compound. Mass: (M+1), 480. The reactants are [OH-].[Na+] (sodium hydroxide), C(C)(=O)OC(C)=O (acetic anhydride), C(\C=C/C(=O)O)(=O)O (maleic acid), C(C=C)OC(CCCCC)OCC=C (1,1-Bis(allyloxy)hexane). Run in O (water), C1(=CC=CC=C1)C (toluene), CN(C(C)=O)C (N,N-dimethylacetamide). Run at temperature 120.5 celsius. Yields the product C(C=C)C(C=O)CCCC (2-Allylhexanal). Reaction SMILES: C(O[CH:5]([O:11]CC=C)[CH2:6][CH2:7][CH2:8][CH2:9][CH3:10])C=C.C(OC(=O)C)(=O)C.[C:22](O)(=O)/[CH:23]=[CH:24]\C(O)=O.[OH-].[Na+]>CN(C)C(=O)C.O.C1(C)C=CC=CC=1>[CH2:24]([CH:6]([CH2:7][CH2:8][CH2:9][CH3:10])[CH:5]=[O:11])[CH:23]=[CH2:22] |f:3.4|. Procedure: 1,1-Bis(allyloxy)hexane (118.98 g, 0.60 mol) was dissolved in N,N-dimethylacetamide (320 mL) under a nitrogen atmosphere. To the solution, acetic anhydride (170 mL, 1.80 mol) and maleic acid (3.48 g, 0.03 mol) were added, and the mixture was stirred. The reaction mixture was warmed to 115 to 126° C., stirred at this temperature for 25 hours, and then cooled to 10° C. or lower. To the reaction mixture, toluene (480 mL) and water (720 mL) were added, and a 50% aqueous sodium hydroxide solution (29... Reactants: O=C=O, ClCCl, [Na+], O=C([O-])O, CC(C)(C)OC(=O)N(C(=O)OC(C)(C)C)C(c1ccccc1)c1ccc(NC(=O)C2CC(c3cccnc3)=NO2)cc1. The product is NC(c1ccccc1)c1ccc(NC(=O)C2CC(c3cccnc3)=NO2)cc1. As a reaction SMILES: [C:43](=[O:44])=[O:45].[Cl:51][CH2:52][Cl:53].[Na+:50].[O-:46][C:47]([OH:48])=[O:49].[n:1]1[cH:2][c:3]([C:7]2=[N:8][O:9][CH:10]([C:12](=[O:13])[NH:14][c:15]3[cH:16][cH:17][c:18]([CH:21]([c:22]4[cH:23][cH:24][cH:25][cH:26][cH:27]4)[N:28]([C:29]([O:30][C:31]([CH3:32])([CH3:33])[CH3:34])=[O:35])[C:36](=[O:37])[O:38][C:39]([CH3:40])([CH3:41])[CH3:42])[cH:19][cH:20]3)[CH2:11]2)[cH:4][cH:5][cH:6]1>>[n:1]1[cH:2][c:3]([C:7]2=[N:8][O:9][CH:10]([C:12](=[O:13])[NH:14][c:15]3[cH:16][cH:17][c:18]([CH:21]([c:22]4[cH:23][cH:24][cH:25][cH:26][cH:27]4)[NH2:28])[cH:19][cH:20]3)[CH2:11]2)[cH:4][cH:5][cH:6]1. The reactants are CCN(CC)C(=O)c1ccc(C(=O)OC)cc1, CCOC(C)=O, CO, [Na+], [OH-], O. Yields the product CCN(CC)C(=O)c1ccc(C(=O)O)cc1. As a reaction SMILES: [CH2:1]([CH3:2])[N:3]([C:4](=[O:5])[c:6]1[cH:7][cH:8][c:9]([C:10](=[O:11])[O:12][CH3:13])[cH:14][cH:15]1)[CH2:16][CH3:17].[CH3:21][CH2:22][O:23][C:24](=[O:25])[CH3:26].[CH3:27][OH:28].[Na+:19].[OH-:18].[OH2:20]>>[CH2:1]([CH3:2])[N:3]([C:4](=[O:5])[c:6]1[cH:7][cH:8][c:9]([C:10](=[O:11])[OH:12])[cH:14][cH:15]1)[CH2:16][CH3:17]. Starting materials: CC(C)(C)OC(=O)CBr, O=C([O-])[O-], CN(C)C=O, Oc1cc(I)ccc1Cl, [K+], [K+], O. Product: CC(C)(C)OC(=O)COc1cc(I)ccc1Cl. RXN SMILES: [Br:16][CH2:17][C:18](=[O:19])[O:20][C:21]([CH3:22])([CH3:23])[CH3:24].[C:10](=[O:11])([O-:12])[O-:13].[CH3:26][N:27]([CH3:28])[CH:29]=[O:30].[Cl:1][c:2]1[c:3]([OH:9])[cH:4][c:5]([I:8])[cH:6][cH:7]1.[K+:14].[K+:15].[OH2:25]>>[Cl:1][c:2]1[c:3]([O:9][CH2:17][C:18](=[O:19])[O:20][C:21]([CH3:22])([CH3:23])[CH3:24])[cH:4][c:5]([I:8])[cH:6][cH:7]1. The reactants are CN1CCN(CC1)CCCNC1=C(C=CC=C1)N (N-[3-(4-methyl-1-piperazinyl)propyl]-o-phenylenediamine), C(C1=CC=CC=C1)(=O)N=C=S (benzoyl isothiocyanate). Solvent: C(C)O (ethanol). Reaction conditions: time 8 hour. Product: CN1CCN(CC1)CCCN1C(=NC2=C1C=CC=C2)NC(C2=CC=CC=C2)=O (1-[3-(4-methyl-1-piperazinyl)propyl]-2-benzamido-benzimidazole). Yield: 20.6%. Reaction SMILES: [CH3:1][N:2]1[CH2:7][CH2:6][N:5]([CH2:8][CH2:9][CH2:10][NH:11][C:12]2[CH:17]=[CH:16][CH:15]=[CH:14][C:13]=2[NH2:18])[CH2:4][CH2:3]1.[C:19]([N:27]=[C:28]=S)(=[O:26])[C:20]1[CH:25]=[CH:24][CH:23]=[CH:22][CH:21]=1>C(O)C>[CH3:1][N:2]1[CH2:3][CH2:4][N:5]([CH2:8][CH2:9][CH2:10][N:11]2[C:12]3[CH:17]=[CH:16][CH:15]=[CH:14][C:13]=3[N:18]=[C:28]2[NH:27][C:19](=[O:26])[C:20]2[CH:25]=[CH:24][CH:23]=[CH:22][CH:21]=2)[CH2:6][CH2:7]1. Reported procedure: To a solution of N-[3-(4-methyl-1-piperazinyl)propyl]-o-phenylenediamine (1.24 g., 0.005 mole) in ethanol (50 ml.) was added 0.82 g. (0.005 mole) benzoyl isothiocyanate in one portion. After stirring overnight at room temperature, the solution was evaporated in vacuo to a red oil, which was chromatographed on a silica gel column yielding on crystallization from ethyl acetate 390 mg. of 1-[3-(4-methyl-1-piperazinyl)propyl]-2-benzamido-benzimidazole (yield 20.6%), m.p. 147°-148° C. The material is...